This data is from the Open Reaction Database (ORD), a public repository of structured organic reaction records. The task is: describe an organic reaction: reactants, conditions, products, and yield The reactants are ClC=1C(=CC(=C(C(=O)C2=NC=CC=C2C2OCCO2)C1)O)F (2-(5-chloro-4-fluoro-2-hydroxybenzoyl)-3-(1,3-dioxolan-2-yl)pyridine), Cl.C(C)(C)(C)ON (O-t-butylhydroxylamine hydrochloride), N1CCCC1 (pyrrolidine). Solvent: C(CC)O (n-propanol). The product is C(C)(C)(C)O\N=C(\C1=C(C=C(C(=C1)Cl)F)O)/C1=NC=CC=C1C1OCCO1 ((Z)-2-(5-chloro-4-fluoro-2-hydroxybenzoyl)-3-(1,3-dioxolan-2-yl)pyridine O-t-butyloxime). Isolated yield 30.5%. Reaction SMILES: [Cl:1][C:2]1[C:3]([F:22])=[CH:4][C:5]([OH:21])=[C:6]([CH:20]=1)[C:7]([C:9]1[C:14]([CH:15]2[O:19][CH2:18][CH2:17][O:16]2)=[CH:13][CH:12]=[CH:11][N:10]=1)=O.Cl.[C:24]([O:28][NH2:29])([CH3:27])([CH3:26])[CH3:25].N1CCCC1>C(O)CC>[C:24]([O:28]/[N:29]=[C:7](\[C:9]1[C:14]([CH:15]2[O:19][CH2:18][CH2:17][O:16]2)=[CH:13][CH:12]=[CH:11][N:10]=1)/[C:6]1[CH:20]=[C:2]([Cl:1])[C:3]([F:22])=[CH:4][C:5]=1[OH:21])([CH3:27])([CH3:26])[CH3:25] |f:1.2|. Procedure: A solution of 2-(5-chloro-4-fluoro-2-hydroxybenzoyl)-3-(1,3-dioxolan-2-yl)pyridine (1.45 g), O-t-butylhydroxylamine hydrochloride (1.69 g) and pyrrolidine (9.56 g) in n-propanol (20 ml) was heated for 1.5 hour under reflux. The reaction mixture was concentrated, to which was added water, followed by extraction with ethyl acetate. The extract solution was washed with a saturated aqueous saline solution, dried (anhydrous sodium sulfate), and concentrated. The concentrate was purified by means of a... Reactants: ClC1=C(C(Cl)Cl)C=CC=C1 (2-chlorobenza1 chloride), O (water). The reagents and catalysts are [Cl-].[Zn+2].[Cl-] (zinc chloride). Conditions: temperature 120 celsius, time 30 minute. Yields the product ClC1=C(C=O)C=CC=C1 (2-chlorobenzaldehyde). The yield is 96.8%. As a reaction SMILES: [Cl:1][C:2]1[CH:10]=[CH:9][CH:8]=[CH:7][C:3]=1[CH:4](Cl)Cl.[OH2:11]>[Cl-].[Zn+2].[Cl-]>[Cl:1][C:2]1[CH:10]=[CH:9][CH:8]=[CH:7][C:3]=1[CH:4]=[O:11] |f:2.3.4|. Procedure details: 195.3 g (1.0 mol) of 2-chlorobenza1 chloride are initially charged at 120° C. At this temperature 20 ml (21.8 g, 1.09 mol of water) of a 10% strength aqueous zinc chloride solution are metered in over a period of 5 hours. The mixture is stirred for a further 30 minutes at 120° C. After cooling to room temperature the reaction mixture is extracted with 1×10 ml and 2×5 ml of water. The organic phase is subsequently free of chloride and is worked up by distillation. 136.0 g (97% of theoretical) of ... The reactants are NC1=C(C=C(C=C1)Cl)S (2-amino-5-chlorothiophenol), O1[C@@H](C(=O)OC)[C@@H]1C1=CC=C(C=C1)OC (methyl (-)-(2R,3S)-2,3-epoxy-3-(4-methoxyphenyl)propionate). RXN SMILES: [NH2:1][C:2]1[CH:7]=[CH:6][C:5]([Cl:8])=[CH:4][C:3]=1[SH:9].[O:10]1[C@@H:16]([C:17]2[CH:22]=[CH:21][C:20]([O:23][CH3:24])=[CH:19][CH:18]=2)[C@@H:11]1[C:12](OC)=[O:13]>>[Cl:8][C:5]1[CH:6]=[CH:7][C:2]2[NH:1][C:12](=[O:13])[C@H:11]([OH:10])[C@H:16]([C:17]3[CH:22]=[CH:21][C:20]([O:23][CH3:24])=[CH:19][CH:18]=3)[S:9][C:3]=2[CH:4]=1. Reported procedure: In the same way as in Example 1, the reaction between 2-amino-5-chlorothiophenol and methyl (-)-(2R,3S)-2,3-epoxy-3-(4-methoxyphenyl)propionate affords (+)-(2S,3S)-8-chloro-3-hydroxy-2-(4-methoxyphenyl)-2,3-dihydro-5H-1,5-benzothiazepine-4-one. Melting point: 237°-241° C. [α]D20 =+91.9° (c=0.1; DMF). Product: ClC1=CC2=C(NC([C@@H]([C@@H](S2)C2=CC=C(C=C2)OC)O)=O)C=C1 ((+)-(2S,3S)-8-chloro-3-hydroxy-2-(4-methoxyphenyl)-2,3-dihydro-5H-1,5-benzothiazepine-4-one). Starting materials: C[Si](Cl)(CCCCCCCCCCCCCCCCCC)C (dimethyl-octadecyl-chlorosilane), O[Ge]O.C=1C=CC=2C(C1)=C3NC2N=C4C=5C=CC=CC5C(=N4)N=C6C=7C=CC=CC7C(N6)=NC=8C=9C=CC=CC9C(=N3)N8 (dihydroxygermanium phthalocyanine). The solvent is N1=CC=CC=C1 (pyridine). The product is C[Si](O[Ge]O[Si](C)(C)CCCCCCCCCCCCCCCCCC)(CCCCCCCCCCCCCCCCCC)C.C=1C=CC=2C(C1)=C3NC2N=C4C=5C=CC=CC5C(=N4)N=C6C=7C=CC=CC7C(N6)=NC=8C=9C=CC=CC9C(=N3)N8 (bis(dimethyl-octadecyl-siloxy)germanium phthalocyanine). RXN SMILES: [CH3:1][Si:2]([CH3:22])([CH2:4][CH2:5][CH2:6][CH2:7][CH2:8][CH2:9][CH2:10][CH2:11][CH2:12][CH2:13][CH2:14][CH2:15][CH2:16][CH2:17][CH2:18][CH2:19][CH2:20][CH3:21])Cl.[OH:23][Ge:24][OH:25].[CH:26]1[CH:27]=[CH:28][C:29]2[C:30](=[C:32]3[N:64]=[C:63]4[N:65]=[C:56]([C:57]5[CH:58]=[CH:59][CH:60]=[CH:61][C:62]=54)[N:55]=[C:53]4[NH:54][C:46]([C:47]5[CH:48]=[CH:49][CH:50]=[CH:51][C:52]=54)=[N:45][C:43]4=[N:44][C:36]([C:37]5[CH:38]=[CH:39][CH:40]=[CH:41][C:42]=54)=[N:35][C:34]=2[NH:33]3)[CH:31]=1>N1C=CC=CC=1>[CH3:1][Si:2]([CH3:22])([CH2:4][CH2:5][CH2:6][CH2:7][CH2:8][CH2:9][CH2:10][CH2:11][CH2:12][CH2:13][CH2:14][CH2:15][CH2:16][CH2:17][CH2:18][CH2:19][CH2:20][CH3:21])[O:23][Ge:24][O:25][Si:2]([CH2:4][CH2:5][CH2:6][CH2:7][CH2:8][CH2:9][CH2:10][CH2:11][CH2:12][CH2:13][CH2:63][CH2:62][CH2:61][CH2:60][CH2:59][CH2:58][CH2:57][CH3:56])([CH3:1])[CH3:22].[CH:27]1[CH:26]=[CH:31][C:30]2[C:29](=[C:34]3[N:35]=[C:36]4[N:44]=[C:43]([C:42]5[CH:41]=[CH:40][CH:39]=[CH:38][C:37]=54)[N:45]=[C:46]4[NH:54][C:53]([C:52]5[CH:51]=[CH:50][CH:49]=[CH:48][C:47]=54)=[N:55][C:56]4=[N:65][C:63]([C:62]5[CH:61]=[CH:60][CH:59]=[CH:58][C:57]=54)=[N:64][C:32]=2[NH:33]3)[CH:28]=1 |f:1.2,4.5,^3:23,93|. Procedure: In analogy to a procedure by Wheeler et.al., J. Am. Chem. Soc. 106, 7404 (1984)] 3.3 g (9.5 mmol)of dimethyl-octadecyl-chlorosilane and 0.5 g (0.8 mmol) of dihydroxygermanium-phthalocyanine in 50 ml of pyridine are stirred for 2 hours at 50°. The solution is cooled and filtered using a suction filter. The solvent is removed in vacuo, and 250 ml of hexane are added to the residue. The resulting precipitate is filtered off with suction and washed fast with hexane, then in portions with 200 ml of a... The reactants are ClC1=NC(=CC=C1C(=O)OC)Cl (methyl 2,6-dichloropyridine-3-carboxylate), C(O)([O-])=O.[Na+] (sodium hydrogen carbonate), COC1=CC=C(CN)C=C1 (4-methoxybenzylamine). Reagents/catalysts: [Cu]I (copper(I) iodide). Solvent: CN(C=O)C (N,N-dimethylformamide). Conditions: temperature 80 celsius, time 30 minute. Yields the product ClC1=CC=C(C(=N1)NCC1=CC=C(C=C1)OC)C(=O)OC (methyl 6-chloro-2-[(4-methoxybenzyl)amino]pyridine-3-carboxylate). RXN SMILES: Cl[C:2]1[C:7]([C:8]([O:10][CH3:11])=[O:9])=[CH:6][CH:5]=[C:4]([Cl:12])[N:3]=1.C(=O)([O-])O.[Na+].[CH3:18][O:19][C:20]1[CH:27]=[CH:26][C:23]([CH2:24][NH2:25])=[CH:22][CH:21]=1>[Cu]I.CN(C)C=O>[Cl:12][C:4]1[N:3]=[C:2]([NH:25][CH2:24][C:23]2[CH:26]=[CH:27][C:20]([O:19][CH3:18])=[CH:21][CH:22]=2)[C:7]([C:8]([O:10][CH3:11])=[O:9])=[CH:6][CH:5]=1 |f:1.2|. Procedure: A mixture of methyl 2,6-dichloropyridine-3-carboxylate (2.06 g), sodium hydrogen carbonate (1.26 g), 4-methoxybenzylamine (1.50 ml), copper(I) iodide (190 mg) and N,N-dimethylformamide (20 ml) was heated to 80° C., and the mixture was stirred for 1 hr and 30 min. The reaction mixture was concentrated under reduced pressure, the obtained residue was diluted with ethyl acetate (150 ml), and the insoluble solid was removed by filtration. To the filtrate was 28% aqueous ammonia (5 ml), and the mixtu... Reactants: ice, C(C)C=1NC(NC1)=O (1,3-dihydro-4-ethyl-2H-imidazol-2-one), [Cl-].[Al+3].[Cl-].[Cl-] (aluminum chloride), C(#N)C1=CC=C(C(=O)Cl)C=C1 (4-cyanobenzoyl chloride). Run in [N+](=O)([O-])C1=CC=CC=C1 (nitrobenzene). Conditions: temperature 80 celsius, time 6 hour. The product is C(#N)C1=CC=C(C(=O)C=2NC(NC2CC)=O)C=C1 (4-(4-Cyanobenzoyl)-5-ethyl-1,3-dihydro-2H-imidazol-2-one). Isolated yield 65.8%. RXN SMILES: [CH2:1]([C:3]1[NH:4][C:5](=[O:8])[NH:6][CH:7]=1)[CH3:2].[Cl-].[Al+3].[Cl-].[Cl-].[C:13]([C:15]1[CH:23]=[CH:22][C:18]([C:19](Cl)=[O:20])=[CH:17][CH:16]=1)#[N:14]>[N+](C1C=CC=CC=1)([O-])=O>[C:13]([C:15]1[CH:23]=[CH:22][C:18]([C:19]([C:7]2[NH:6][C:5](=[O:8])[NH:4][C:3]=2[CH2:1][CH3:2])=[O:20])=[CH:17][CH:16]=1)#[N:14] |f:1.2.3.4|. Procedure details: To a stirred mixture of 3.38 grams (0.03 mole) of 1,3-dihydro-4-ethyl-2H-imidazol-2-one, 13.3 grams (0.1 mole) of anhydrous aluminum chloride and 50 ml of nitrobenzene is added 5.0 grams (0.03 mole) of 4-cyanobenzoyl chloride. The mixture is stirred at 80° C. for 6 hours, then poured on 500 grams of ice. The resulting precipitate is washed with diethyl ether and water and is recrystallized from 500 ml ethyl alcohol to give 4.76 grams of the title compound. M.P. 269-271° C.